Dataset: the Open Reaction Database (ORD), a public repository of structured organic reaction records. Task: describe an organic reaction: reactants, conditions, products, and yield Starting materials: CCONC(=O)C1=CC=CC=C1N, CC1=NN(C(=C1)NC2=NC=C(C(=C2)I)C(F)(F)F)C. The reagents and catalysts are C(=O)([O-])[O-].[Cs+].[Cs+], CC1(C2=C(C(=CC=C2)P(C3=CC=CC=C3)C4=CC=CC=C4)OC5=C1C=CC=C5P(C6=CC=CC=C6)C7=CC=CC=C7)C, CC(=O)O.CC(=O)O.[Pd]. The solvent is C1COCCO1. Reaction conditions: temperature 90 celsius. The product is CCONC(=O)C1=CC=CC=C1NC2=CC(=NC=C2C(F)(F)F)NC3=CC(=NN3C)C. Yield: 74.5%. Procedure details: (9,9-dimethyl-9H-xanthene-4,5-diyl)bis(diphenylphosphine) (22.71 mg, 0.04 mmol), diacetoxypalladium (4.41 mg, 0.02 mmol), 2-amino-N-ethoxybenzamide (120 mg, 0.67 mmol), N-(1,3-dimethyl-1H-pyrazol-5-yl)-4-iodo-5-(trifluoromethyl)pyridin-2-amine (150 mg, 0.39 mmol) and cesium carbonate (256 mg, 0.79 mmol) were weighed out in a µwave vial, sealed and dioxane (4 mL) was added. Reaction was degassed with nitrogen. The reaction was stirred at 90 °C for 12 hours => _incomplete (~90% conversion)_. A few... The reactants are ClC=1C=C(C(=O)NC2=CC(=C(C(=O)OC)C=C2)C)C=C(C1Cl)OC(C)C (Methyl 4-(3,4-dichloro-5-isopropoxybenzamido)-2-methylbenzoate). Run in CO (MeOH). Conditions: temperature 40 celsius, time 20 hour. The product is ClC=1C=C(C(=O)NC2=CC(=C(C(=O)O)C=C2)C)C=C(C1Cl)OC(C)C (4-(3,4-Dichloro-5-isopropoxybenzamido)-2-methylbenzoic acid). Isolated yield 42.0%. Reaction SMILES: [Cl:1][C:2]1[CH:3]=[C:4]([CH:19]=[C:20]([O:23][CH:24]([CH3:26])[CH3:25])[C:21]=1[Cl:22])[C:5]([NH:7][C:8]1[CH:17]=[CH:16][C:11]([C:12]([O:14]C)=[O:13])=[C:10]([CH3:18])[CH:9]=1)=[O:6]>CO>[Cl:1][C:2]1[CH:3]=[C:4]([CH:19]=[C:20]([O:23][CH:24]([CH3:26])[CH3:25])[C:21]=1[Cl:22])[C:5]([NH:7][C:8]1[CH:17]=[CH:16][C:11]([C:12]([OH:14])=[O:13])=[C:10]([CH3:18])[CH:9]=1)=[O:6]. Procedure details: 4-(3,4-Dichloro-5-isopropoxybenzamido)-2-methylbenzoic acid (AAA-113) (85 mg, 41%) was prepared from methyl 4-(3,4-dichloro-5-isopropoxybenzamido)-2-methylbenzoate (10) (210 mg, 0.530 mmol) using a procedure essentially the same as in step (ii) for AAA-001 except that MeOH was added dropwise to obtain a solution and the mixture was stirred at 40° C. for 20 h: m/z 380 [M−H]− (ES−), 1H NMR (400 MHz, DMSO-d6) δ: 12.66 (1H, br s), 10.48 (1H, s), 7.88 (1H, d), 7.81 (1H, d), 7.75-7.66 (2H, m), 7.64 (1... The reactants are CCOC(=O)C(C)Br, O=C([O-])[O-], CCC(C)=O, [K+], [K+], CN(c1ccc(O)cc1)c1cc2ccccc2c(O)n1. Product: CCOC(=O)C(C)Oc1ccc(N(C)c2cc3ccccc3c(O)n2)cc1. Reaction SMILES: [Br:1][CH:2]([C:3](=[O:4])[O:5][CH2:6][CH3:7])[CH3:8].[C:29](=[O:30])([O-:31])[O-:32].[CH2:35]([C:36]([CH3:37])=[O:38])[CH3:39].[K+:33].[K+:34].[OH:9][c:10]1[n:11][c:12]([N:20]([CH3:21])[c:22]2[cH:23][cH:24][c:25]([OH:28])[cH:26][cH:27]2)[cH:13][c:14]2[cH:15][cH:16][cH:17][cH:18][c:19]12>>[CH:2]([C:3](=[O:4])[O:5][CH2:6][CH3:7])([CH3:8])[O:28][c:25]1[cH:24][cH:23][c:22]([N:20]([c:12]2[n:11][c:10]([OH:9])[c:19]3[c:14]([cH:13]2)[cH:15][cH:16][cH:17][cH:18]3)[CH3:21])[cH:27][cH:26]1. Starting materials: O=C(CC#N)C1CCOCC1 (3-oxo-3-(tetrahydro-2H-pyran-4-yl)propanenitrile), C(C)(C)C1=NOC(=C1)N (3-isopropylisoxazol-5-amine). Yields the product O1CCC(CC1)C1=NOC(=C1)N (3-(tetrahydro-2H-pyran-4-yl)isoxazol-5-amine). The yield is 44.0%. Reaction SMILES: O=[C:2]([CH:6]1[CH2:11][CH2:10][O:9][CH2:8][CH2:7]1)[CH2:3][C:4]#[N:5].C(C1C=C(N)[O:17][N:16]=1)(C)C>>[O:9]1[CH2:10][CH2:11][CH:6]([C:2]2[CH:3]=[C:4]([NH2:5])[O:17][N:16]=2)[CH2:7][CH2:8]1. Procedure details: Prepared from 3-oxo-3-(tetrahydro-2H-pyran-4-yl)propanenitrile (350 mg, 2.29 mmol) according to the method described for 3-isopropylisoxazol-5-amine in Example 122A Step 2, to afford 3-(tetrahydro-2H-pyran-4-yl)isoxazol-5-amine as a colorless solid (170 mg, 44%) which was used in the next step without further purification. 1H NMR (300 MHz, CDCl3) δ 5.01 (s, 1H), 4.40 (brs, 2H), 4.02-4.05 (m, 2H), 3.46-3.55 (m, 2H), 2.87 (m, 1H), 1.71-1.84 (m, 4H); LC-MS (ESI) m/z 169 (M+H)+.